Dataset: the Open Reaction Database (ORD), a public repository of structured organic reaction records. Task: describe an organic reaction: reactants, conditions, products, and yield Starting materials: Example 1b ( e ), C(C)C1CC(C(N1CCC#N)CO)C (3-(5-ethyl-2-hydroxymethyl-3-methylpyrrolidin-1-yl)propionitrile), C(C)N(C(C1=C(C(=CC=C1)C)C)=O)CC (N,N-diethyl-2,3-dimethylbenzamide). Yields the product C(C)C1CC(C(N1CCC=1NC(C2=CC=CC(=C2C1)C)=O)CO)C (3-[2-(5-ethyl-2-hydroxymethyl-3-methylpyrrolidin-1-yl)ethyl]-5-methyl-2H-isoquinolin-1-one). Reaction SMILES: [CH2:1]([CH:3]1[N:7]([CH2:8][CH2:9][C:10]#[N:11])[CH:6]([CH2:12][OH:13])[CH:5]([CH3:14])[CH2:4]1)[CH3:2].C(N(CC)[C:18](=[O:27])[C:19]1[CH:24]=[CH:23][CH:22]=[C:21]([CH3:25])[C:20]=1[CH3:26])C>>[CH2:1]([CH:3]1[N:7]([CH2:8][CH2:9][C:10]2[NH:11][C:18](=[O:27])[C:19]3[C:20]([CH:26]=2)=[C:21]([CH3:25])[CH:22]=[CH:23][CH:24]=3)[CH:6]([CH2:12][OH:13])[CH:5]([CH3:14])[CH2:4]1)[CH3:2]. Procedure: In the same manner as in the method described in Tetrahedron Lett., Vol. 32, No. 30, pp. 3727-3730 (1991), ethyl 5-ethyl-3-methylpyrrolidine-2-carboxylate hydrochloride is obtained. In the same manner as in Example 1b (a) and using ethyl 5-ethyl-3-methylpyrrolidine-2-carboxylate hydrochloride, ethyl 1-tert-butoxycarbonyl-5-ethyl-3-methylpyrrolidine-2-carboxylate is obtained. In the same manner as in Example 1b (b) and using ethyl 1-tert-butoxycarbonyl-5-ethyl-3-methylpyrrolidine-2-carboxylate, 1...